describe an organic reaction: reactants, conditions, products, and yield From a dataset of the Open Reaction Database (ORD), a public repository of structured organic reaction records. Procedure: Prepared from (3-amino-2′-methyl-biphenyl-4-yl)-carbamic acid tert.-butyl ester (Example G23) and 6-(3-chloro-thiophen-2-yl)-2,2-dimethyl-[1,3]dioxin-4-one (Example J2) according to the general procedure K. Obtained as a viscous brown oil (154 mg). Starting materials: C(C)(C)(C)OC(NC1=C(C=C(C=C1)C1=C(C=CC=C1)C)N)=O ((3-amino-2′-methyl-biphenyl-4-yl)-carbamic acid tert.-butyl ester), ClC1=C(SC=C1)C1=CC(OC(O1)(C)C)=O (6-(3-chloro-thiophen-2-yl)-2,2-dimethyl-[1,3]dioxin-4-one). RXN SMILES: [C:1]([O:5][C:6](=[O:22])[NH:7][C:8]1[CH:13]=[CH:12][C:11]([C:14]2[CH:19]=[CH:18][CH:17]=[CH:16][C:15]=2[CH3:20])=[CH:10][C:9]=1[NH2:21])([CH3:4])([CH3:3])[CH3:2].[Cl:23][C:24]1[CH:28]=[CH:27][S:26][C:25]=1[C:29]1[O:34]C(C)(C)[O:32][C:31](=O)[CH:30]=1>>[C:1]([O:5][C:6](=[O:22])[NH:7][C:8]1[CH:13]=[CH:12][C:11]([C:14]2[CH:19]=[CH:18][CH:17]=[CH:16][C:15]=2[CH3:20])=[CH:10][C:9]=1[NH:21][C:31](=[O:32])[CH2:30][C:29]([C:25]1[S:26][CH:27]=[CH:28][C:24]=1[Cl:23])=[O:34])([CH3:4])([CH3:2])[CH3:3]. Yields the product C(C)(C)(C)OC(NC1=C(C=C(C=C1)C1=C(C=CC=C1)C)NC(CC(=O)C=1SC=CC1Cl)=O)=O ({3-[3-(3-Chloro-thiophen-2-yl)-3-oxo-propionylamino]-2′-methyl-biphenyl-4-yl}-carbamic acid tert.-butyl ester).